This data is from the Open Reaction Database (ORD), a public repository of structured organic reaction records. The task is: describe an organic reaction: reactants, conditions, products, and yield Starting materials: C1COCCO1, CC1(C)OB(c2ccc3cc(NC(=O)c4ccsc4)ccc3c2)OC1(C)C, [K+], [K+], Cc1cc(Br)c(N)c(C(N)=O)c1, O=C([O-])[O-], O, [Pd]. Product: Cc1cc(C(N)=O)c(N)c(-c2ccc3cc(NC(=O)c4ccsc4)ccc3c2)c1. As a reaction SMILES: [CH2:46]1[O:47][CH2:48][CH2:49][O:50][CH2:51]1.[CH3:13][C:14]1([CH3:15])[C:16]([CH3:17])([CH3:18])[O:19][B:20]([c:21]2[cH:22][c:23]3[cH:24][cH:25][c:26]([NH:31][C:32](=[O:33])[c:34]4[cH:35][s:36][cH:37][cH:38]4)[cH:27][c:28]3[cH:29][cH:30]2)[O:39]1.[K+:40].[K+:41].[NH2:1][c:2]1[c:3]([C:4](=[O:5])[NH2:6])[cH:7][c:8]([CH3:12])[cH:9][c:10]1[Br:11].[O-:42][C:43]([O-:44])=[O:45].[OH2:53].[Pd:52]>>[NH2:1][c:2]1[c:3]([C:4](=[O:5])[NH2:6])[cH:7][c:8]([CH3:12])[cH:9][c:10]1-[c:21]1[cH:22][c:23]2[cH:24][cH:25][c:26]([NH:31][C:32](=[O:33])[c:34]3[cH:35][s:36][cH:37][cH:38]3)[cH:27][c:28]2[cH:29][cH:30]1. Starting materials: CS(=O)(=O)C1=CC=C(N)C=C1 (4-methylsulfonylaniline), FC1=CC=C(C=O)C=C1 (4-fluorobenzaldehyde). Run in C1(=CC=CC=C1)C (toluene). Yields the product FC1=CC=C(C=NC2=CC=C(C=C2)S(=O)(=O)C)C=C1 (N-(4-Fluorobenzyliden)-4-methylsulfonylaniline). RXN SMILES: [CH3:1][S:2]([C:5]1[CH:11]=[CH:10][C:8]([NH2:9])=[CH:7][CH:6]=1)(=[O:4])=[O:3].[F:12][C:13]1[CH:20]=[CH:19][C:16]([CH:17]=O)=[CH:15][CH:14]=1>C1(C)C=CC=CC=1>[F:12][C:13]1[CH:20]=[CH:19][C:16]([CH:17]=[N:9][C:8]2[CH:10]=[CH:11][C:5]([S:2]([CH3:1])(=[O:3])=[O:4])=[CH:6][CH:7]=2)=[CH:15][CH:14]=1. Reported procedure: A mixture of 19.60 g (115 mmol) of 4-methylsulfonylaniline, 12.19 mL (115 mmol) of 4-fluorobenzaldehyde and 590 mL of toluene was refluxed in a Dean-Stark for 2 days. The solvent was removed and the crude product obtained was directly used in the next reaction. Starting materials: C(C)C1=C(C(=CC(=C1)C)CC)C(C(=O)OCC)=O (ethyl 2-(2,6-diethyl-4-methylphenyl)-2-oxoacetate), C1(=CC=CC=C1)C (toluene), O.NN (Hydrazine hydrate). The solvent is O (water). Conditions: temperature 70 celsius, time 7 hour. Product: C(C)C1=C(C(=CC(=C1)C)CC)C(C(=O)NN)=O (2-(2,6-diethyl-4-methylphenyl)-2-oxoacetohydrazide). Reaction SMILES: [CH2:1]([C:3]1[CH:8]=[C:7]([CH3:9])[CH:6]=[C:5]([CH2:10][CH3:11])[C:4]=1[C:12](=[O:18])[C:13](OCC)=[O:14])[CH3:2].C1(C)C=CC=CC=1.O.[NH2:27][NH2:28]>O>[CH2:1]([C:3]1[CH:8]=[C:7]([CH3:9])[CH:6]=[C:5]([CH2:10][CH3:11])[C:4]=1[C:12](=[O:18])[C:13]([NH:27][NH2:28])=[O:14])[CH3:2] |f:2.3|. Reported procedure: To a 100 mL volume three-necked flask, ethyl 2-(2,6-diethyl-4-methylphenyl)-2-oxoacetate ((9-a) (10.0 g)) and toluene (35 ml) were added. Hydrazine hydrate (2.13 ml) was added dropwise thereto at 60° C. and the obtained mixture was stirred at 70° C. for 7 hours. The reaction mixture was cooled to room temperature, water was added thereto and the organic layer was removed. The aqueous layer was extracted with toluene. The organic layers were combined and concentrated under reduced pressure to giv...